From a dataset of the Open Reaction Database (ORD), a public repository of structured organic reaction records. describe an organic reaction: reactants, conditions, products, and yield Reactants: COc1cccc(C(=O)Cl)c1, Nc1ccc(N2CCN3CCC2CC3)nc1. Product: Cl, COc1cccc(C(=O)Nc2ccc(N3CCN4CCC3CC4)nc2)c1. Reaction SMILES: [CH3:17][O:18][c:19]1[cH:20][c:21]([C:22](=[O:23])[Cl:24])[cH:25][cH:26][cH:27]1.[N:1]12[CH2:2][CH2:3][N:4]([c:10]3[cH:11][cH:12][c:13]([NH2:16])[cH:14][n:15]3)[CH:5]([CH2:6][CH2:7]1)[CH2:8][CH2:9]2>>[ClH:24].[N:1]12[CH2:2][CH2:3][N:4]([c:10]3[cH:11][cH:12][c:13]([NH:16][C:22]([c:21]4[cH:20][c:19]([O:18][CH3:17])[cH:27][cH:26][cH:25]4)=[O:23])[cH:14][n:15]3)[CH:5]([CH2:6][CH2:7]1)[CH2:8][CH2:9]2. Starting materials: COC(Cc1ccc2oc(Cc3nc(-c4ccccc4)oc3C)cc2c1)OC, C[Si](C)(C)C#N, ClCCl. Product: COC(C#N)Cc1ccc2oc(Cc3nc(-c4ccccc4)oc3C)cc2c1. Reaction SMILES: [CH3:1][O:2][CH:3]([CH2:4][c:5]1[cH:6][cH:7][c:8]2[c:9]([cH:10][c:11]([CH2:13][c:14]3[n:15][c:16](-[c:20]4[cH:21][cH:22][cH:23][cH:24][cH:25]4)[o:17][c:18]3[CH3:19])[o:12]2)[cH:26]1)[O:27][CH3:28].[CH3:29][Si:30]([CH3:31])([CH3:32])[C:33]#[N:34].[Cl:35][CH2:36][Cl:37]>>[CH:3]([CH2:4][c:5]1[cH:6][cH:7][c:8]2[c:9]([cH:10][c:11]([CH2:13][c:14]3[n:15][c:16](-[c:20]4[cH:21][cH:22][cH:23][cH:24][cH:25]4)[o:17][c:18]3[CH3:19])[o:12]2)[cH:26]1)([O:27][CH3:28])[C:33]#[N:34].